This data is from the Open Reaction Database (ORD), a public repository of structured organic reaction records. The task is: describe an organic reaction: reactants, conditions, products, and yield Reactants: ClC1=C(CN(CC(=O)OC(C)(C)C)C)C=CC(=C1)C1=NOC(=N1)C1=CC(=C(C=C1)C1=C(C=CC=C1)C)COC (tert-butyl 2-((2-chloro-4-(5-(2-(methoxymethyl)-2′-methylbiphenyl-4-yl)-1,2,4-oxadiazol-3-yl)benzyl)(methyl)amino)acetate), solution, Cl (HCl). The solvent is O1CCOCC1 (dioxane). Reaction conditions: temperature 80 celsius, time 2 hour. Yields the product COCC1=C(C=CC(=C1)C1=NC(=NO1)C1=CC(=C(CN(CC(=O)O)C)C=C1)Cl)C1=C(C=CC=C1)C (2-((4-(5-(2-(methoxymethyl)-2′-methylbiphenyl-4-yl)-1,2,4-oxadiazol-3-yl)-2-chlorobenzyl)(methyl)amino)acetic acid). As a reaction SMILES: [Cl:1][C:2]1[CH:18]=[C:17]([C:19]2[N:23]=[C:22]([C:24]3[CH:29]=[CH:28][C:27]([C:30]4[CH:35]=[CH:34][CH:33]=[CH:32][C:31]=4[CH3:36])=[C:26]([CH2:37][O:38][CH3:39])[CH:25]=3)[O:21][N:20]=2)[CH:16]=[CH:15][C:3]=1[CH2:4][N:5]([CH3:14])[CH2:6][C:7]([O:9]C(C)(C)C)=[O:8].Cl>O1CCOCC1>[CH3:39][O:38][CH2:37][C:26]1[CH:25]=[C:24]([C:22]2[O:21][N:20]=[C:19]([C:17]3[CH:16]=[CH:15][C:3]([CH2:4][N:5]([CH3:14])[CH2:6][C:7]([OH:9])=[O:8])=[C:2]([Cl:1])[CH:18]=3)[N:23]=2)[CH:29]=[CH:28][C:27]=1[C:30]1[CH:35]=[CH:34][CH:33]=[CH:32][C:31]=1[CH3:36]. Reported procedure: To tert-butyl 2-((2-chloro-4-(5-(2-(methoxymethyl)-2′-methylbiphenyl-4-yl)-1,2,4-oxadiazol-3-yl)benzyl)(methyl)amino)acetate (0.192 g, 0.35 mmol) was added a 4N solution of HCl in dioxane (2 mL) and the reaction mixture stirred at 80° C. for 2 hours. The reaction mixture was concentrated in vacuo. The residue was purified by SCX-2 chromatography eluting with methanol followed by DCM and ammoniacal MeOH (7M) to afford the title compound as a white solid. 1H NMR (DMSO-d6, 400 MHz) δ 8.32 (1H, d, J... The product is Cc1ncnc2c(F)c(Nc3ccc(Br)cc3Cl)c(C(=O)O)cc12. As a reaction SMILES: [CH3:1][O:2][C:3](=[O:4])[c:5]1[cH:6][c:7]2[c:8]([CH3:25])[n:9][cH:10][n:11][c:12]2[c:13]([F:24])[c:14]1[NH:15][c:16]1[c:17]([Cl:23])[cH:18][c:19]([Br:22])[cH:20][cH:21]1.[ClH:28].[Li+:27].[OH-:26].[OH2:29]>>[O:2]=[C:3]([OH:4])[c:5]1[cH:6][c:7]2[c:8]([CH3:25])[n:9][cH:10][n:11][c:12]2[c:13]([F:24])[c:14]1[NH:15][c:16]1[c:17]([Cl:23])[cH:18][c:19]([Br:22])[cH:20][cH:21]1. The reactants are COC(=O)c1cc2c(C)ncnc2c(F)c1Nc1ccc(Br)cc1Cl, Cl, [Li+], [OH-], O.